From a dataset of the Open Reaction Database (ORD), a public repository of structured organic reaction records. describe an organic reaction: reactants, conditions, products, and yield Reactants: COc1ccc(C2CNC(=O)C2)cc1OCCC(C)Br, CCO, CO, ClC(Cl)Cl, c1ccc(N2CCNCC2)cc1. Yields the product COc1ccc(C2CNC(=O)C2)cc1OCCC(C)N1CCN(c2ccccc2)CC1. Reaction SMILES: [Br:1][CH:2]([CH2:3][CH2:4][O:5][c:6]1[cH:7][c:8]([CH:14]2[CH2:15][C:16](=[O:19])[NH:17][CH2:18]2)[cH:9][cH:10][c:11]1[O:12][CH3:13])[CH3:20].[CH3:33][CH2:34][OH:35].[CH3:40][OH:41].[CH:36]([Cl:37])([Cl:38])[Cl:39].[c:21]1([N:27]2[CH2:28][CH2:29][NH:30][CH2:31][CH2:32]2)[cH:22][cH:23][cH:24][cH:25][cH:26]1>>[CH:2]([CH2:3][CH2:4][O:5][c:6]1[cH:7][c:8]([CH:14]2[CH2:15][C:16](=[O:19])[NH:17][CH2:18]2)[cH:9][cH:10][c:11]1[O:12][CH3:13])([CH3:20])[N:30]1[CH2:29][CH2:28][N:27]([c:21]2[cH:22][cH:23][cH:24][cH:25][cH:26]2)[CH2:32][CH2:31]1. Starting materials: O=C1CCC(=O)N1Br, CC#N, CC(C)(C)OC(=O)N1CC2CC1CN2c1cncc(Cl)n1, [Na+], [OH-]. Product: CC(C)(C)OC(=O)N1CC2CC1CN2c1cnc(Br)c(Cl)n1. As a reaction SMILES: [Br:22][N:23]1[C:24](=[O:25])[CH2:26][CH2:27][C:28]1=[O:29].[CH3:32][C:33]#[N:34].[Cl:1][c:2]1[cH:3][n:4][cH:5][c:6]([N:8]2[CH:9]3[CH2:10][N:11]([C:15](=[O:16])[O:17][C:18]([CH3:19])([CH3:20])[CH3:21])[CH:12]([CH2:13]2)[CH2:14]3)[n:7]1.[Na+:31].[OH-:30]>>[Cl:1][c:2]1[c:3]([Br:22])[n:4][cH:5][c:6]([N:8]2[CH:9]3[CH2:10][N:11]([C:15](=[O:16])[O:17][C:18]([CH3:19])([CH3:20])[CH3:21])[CH:12]([CH2:13]2)[CH2:14]3)[n:7]1. Reactants: O=C([O-])O, OB(O)c1cccnc1F, COc1cc([N+](=O)[O-])ccc1I, [Na+], C1COCCO1, O. The product is COc1cc([N+](=O)[O-])ccc1-c1cccnc1F. RXN SMILES: [C:23](=[O:24])([O-:25])[OH:26].[F:13][c:14]1[n:15][cH:16][cH:17][cH:18][c:19]1[B:20]([OH:21])[OH:22].[I:1][c:2]1[c:3]([O:11][CH3:12])[cH:4][c:5]([N+:8](=[O:9])[O-:10])[cH:6][cH:7]1.[Na+:27].[O:28]1[CH2:29][CH2:30][O:31][CH2:32][CH2:33]1.[OH2:34]>>[c:2]1(-[c:19]2[c:14]([F:13])[n:15][cH:16][cH:17][cH:18]2)[c:3]([O:11][CH3:12])[cH:4][c:5]([N+:8](=[O:9])[O-:10])[cH:6][cH:7]1. Reactants: CN1N=C2C=CC=C(C2=C1)[C@H]1[C@@H](C1)C=NO (trans-2-(2-methyl-2H-indazol-4-yl)cyclopropanecarbaldehyde oxime), [H-].[Al+3].[Li+].[H-].[H-].[H-] (lithium aluminum hydride), O.O.O.O.O.O.O.O.O.O.S(=O)(=O)([O-])[O-].[Na+].[Na+] (Sodium sulfate decahydrate). The solvent is O1CCCC1 (tetrahydrofuran), O1CCCC1 (tetrahydrofuran). Conditions: temperature 60 celsius, time 1 hour. Yields the product CN1N=C2C=CC=C(C2=C1)[C@H]1[C@@H](C1)CN (trans-1-[2-(2-methyl-2H-indazol-4-yl)cyclopropyl]methanamine). Isolated yield 99.7%. Reaction SMILES: [H-].[Al+3].[Li+].[H-].[H-].[H-].[CH3:7][N:8]1[CH:16]=[C:15]2[C:10]([CH:11]=[CH:12][CH:13]=[C:14]2[C@@H:17]2[CH2:19][C@H:18]2[CH:20]=[N:21]O)=[N:9]1.O.O.O.O.O.O.O.O.O.O.S([O-])([O-])(=O)=O.[Na+].[Na+]>O1CCCC1>[CH3:7][N:8]1[CH:16]=[C:15]2[C:10]([CH:11]=[CH:12][CH:13]=[C:14]2[C@@H:17]2[CH2:19][C@H:18]2[CH2:20][NH2:21])=[N:9]1 |f:0.1.2.3.4.5,7.8.9.10.11.12.13.14.15.16.17.18.19|. Procedure details: To a suspension of lithium aluminum hydride (319 mg, 8.61 mmol) in tetrahydrofuran (17 mL) was added a solution of trans-2-(2-methyl-2H-indazol-4-yl)cyclopropanecarbaldehyde oxime (349 mg, 1.62 mmol) in tetrahydrofuran (17 mL) at room temperature, and the mixture was stirred at 60° C. for 1 hr. Sodium sulfate decahydrate (3.5 g) was added under ice-cooling, and the mixture was filtered through celite. The filtrate was concentrated under reduced pressure to give the title compound (325 mg, yield ... Reactants: N1=C(C=CC=C1)CC(=O)O (2-pyridineacetic acid), H+, ClC(COC(C(CC1=CC=C(C=C1)CO)SCCC1=CC=C(C=C1)F)=O)(Cl)Cl (2-[2-(4-fluoro-phenyl)-ethylsulfanyl]-3-(4-hydroxymethyl-phenyl)-propionic acid 2,2,2-trichloro-ethyl ester), example 7. Yields the product FC1=CC=C(C=C1)CCSC(C(=O)O)CC1=CC=C(C=C1)COC(CC1=NC=CC=C1)=O (2-[2-(4-Fluoro-phenyl)-ethylsulfanyl]-3-[4-(2-pyridin-2-yl-acetoxymethyl)-phenyl]-propionic acid). RXN SMILES: [N:1]1[CH:6]=[CH:5][CH:4]=[CH:3][C:2]=1[CH2:7][C:8]([OH:10])=[O:9].ClC(Cl)(Cl)C[O:14][C:15](=[O:36])[CH:16]([S:26][CH2:27][CH2:28][C:29]1[CH:34]=[CH:33][C:32]([F:35])=[CH:31][CH:30]=1)[CH2:17][C:18]1[CH:23]=[CH:22][C:21]([CH2:24]O)=[CH:20][CH:19]=1>>[F:35][C:32]1[CH:33]=[CH:34][C:29]([CH2:28][CH2:27][S:26][CH:16]([CH2:17][C:18]2[CH:19]=[CH:20][C:21]([CH2:24][O:9][C:8](=[O:10])[CH2:7][C:2]3[CH:3]=[CH:4][CH:5]=[CH:6][N:1]=3)=[CH:22][CH:23]=2)[C:15]([OH:36])=[O:14])=[CH:30][CH:31]=1. Reported procedure: The title compound was prepared starting from 2-pyridineacetic acid (HCl salt) and 2-[2-(4-fluoro-phenyl)-ethylsulfanyl]-3-(4-hydroxymethyl-phenyl)-propionic acid 2,2,2-trichloro-ethyl ester in the same manner as described for example 7 (yield: 8.6 mg, 29%). 1H-NMR (300 MHz, CDCl3): δ 2.83-3.16 (m, 6H), 3.54-3.71 (m, 1H), 3.64 (s, 2H), 5.06-5.20 (m, 2H), 6.91-7.00 (m, 2H), 7.09-7.35 (m, 7H), 7.66 (brd, 1H), 8.06 (brs, 1H), 8.45 (brd, 1H); Mass Spectrum: M+H+ 455.